From a dataset of the Open Reaction Database (ORD), a public repository of structured organic reaction records. describe an organic reaction: reactants, conditions, products, and yield Reactants: [Si](C)(C)(C(C)(C)C)N1C(CC1CC(CC(=O)OCC1=CC=C(C=C1)[N+](=O)[O-])O)=O (N-(t-butyldimethylsilyl)-4-[3-(p-nitrobenzyloxycarbonyl)-2-hydroxypropyl]-azetidin-2-one), petroleum ether-ethyl acetate, CC(C)O (2-propanol), N1=CC=CC=C1 (pyridine). The reagents and catalysts are [O-2].[O-2].[O-2].[Cr+6] (chromium trioxide). Solvent: C(Cl)Cl (methylene chloride), C(Cl)Cl (methylene chloride). Run at time 30 minute. Product: [Si](C)(C)(C(C)(C)C)N1C(CC1CC(CC(=O)OCC1=CC=C(C=C1)[N+](=O)[O-])=O)=O (N-(t-butyldimethylsilyl)-4-[3-(p-nitrobenzyloxycarbonyl)-2-oxopropyl]-azetidin-2-one). Yield: 58.3%. As a reaction SMILES: N1C=CC=CC=1.[Si:7]([N:14]1[CH:17]([CH2:18][CH:19]([OH:34])[CH2:20][C:21]([O:23][CH2:24][C:25]2[CH:30]=[CH:29][C:28]([N+:31]([O-:33])=[O:32])=[CH:27][CH:26]=2)=[O:22])[CH2:16][C:15]1=[O:35])([C:10]([CH3:13])([CH3:12])[CH3:11])([CH3:9])[CH3:8].CC(O)C>C(Cl)Cl.[O-2].[O-2].[O-2].[Cr+6]>[Si:7]([N:14]1[CH:17]([CH2:18][C:19](=[O:34])[CH2:20][C:21]([O:23][CH2:24][C:25]2[CH:26]=[CH:27][C:28]([N+:31]([O-:33])=[O:32])=[CH:29][CH:30]=2)=[O:22])[CH2:16][C:15]1=[O:35])([C:10]([CH3:13])([CH3:12])[CH3:11])([CH3:9])[CH3:8] |f:4.5.6.7|. Procedure: Anhydrous chromium trioxide (16.88 g 169 mmol) is added to a solution of anhydrous pyridine (27.3 ml, 338 mmol) in anhydrous methylene chloride (470 ml). The resulting mixture is stirred at room temperature for 30 minutes and then treated with a solution of N-(t-butyldimethylsilyl)-4-[3-(p-nitrobenzyloxycarbonyl)-2-hydroxypropyl]-azetidin-2-one (8.92 g, 21.1 mmol) in methylene chloride (80 ml). The reaction mixture is stirred an additional 15 minutes at room temperature and then treated with 2-p... Starting materials: COc1ccc(C)cc1S(=O)(=O)NC(C)(C)C, ClCCl, CC(C)(C#N)N=NC(C)(C)C#N, O=C1CCC(=O)N1Br. Product: COc1ccc(CBr)cc1S(=O)(=O)NC(C)(C)C. RXN SMILES: [CH3:1][C:2]([CH3:3])([CH3:4])[NH:5][S:6](=[O:7])(=[O:8])[c:9]1[c:10]([O:16][CH3:17])[cH:11][cH:12][c:13]([CH3:15])[cH:14]1.[Cl:38][CH2:39][Cl:40].[N:26]#[C:27][C:28]([N:29]=[N:30][C:31]([C:32]#[N:33])([CH3:34])[CH3:35])([CH3:36])[CH3:37].[O:18]=[C:19]1[N:20]([Br:25])[C:21](=[O:22])[CH2:23][CH2:24]1>>[CH3:1][C:2]([CH3:3])([CH3:4])[NH:5][S:6](=[O:7])(=[O:8])[c:9]1[c:10]([O:16][CH3:17])[cH:11][cH:12][c:13]([CH2:15][Br:25])[cH:14]1.